From a dataset of the Open Reaction Database (ORD), a public repository of structured organic reaction records. describe an organic reaction: reactants, conditions, products, and yield The reactants are COC(C1=C(C(=C(C=C1)OC)O)F)=O (2-Fluoro-3-hydroxy-4-methoxybenzoic acid methyl ester), ester, C1(=CC(=CC=C1)CCO)C (2-m-tolylethanol), Cl.COC(=O)C1(CCCCCC1)N (1-amino-cycloheptanecarboxylic acid methyl ester hydrochloride). Yields the product FC1=C(C(=O)NC2(CCCCCC2)C(=O)O)C=CC(=C1OCCC=1C=C(C=CC1)C)OC (1-[2-Fluoro-4-methoxy-3-(2-m-tolyl-ethoxy)-benzoylamino]-cycloheptanecarboxylic acid). RXN SMILES: CO[C:3](=[O:14])[C:4]1[CH:9]=[CH:8][C:7]([O:10][CH3:11])=[C:6]([OH:12])[C:5]=1[F:13].[C:15]1([CH3:24])[CH:20]=[CH:19][CH:18]=[C:17]([CH2:21][CH2:22]O)[CH:16]=1.Cl.C[O:27][C:28]([C:30]1([NH2:37])[CH2:36][CH2:35][CH2:34][CH2:33][CH2:32][CH2:31]1)=[O:29]>>[F:13][C:5]1[C:6]([O:12][CH2:22][CH2:21][C:17]2[CH:16]=[C:15]([CH3:24])[CH:20]=[CH:19][CH:18]=2)=[C:7]([O:10][CH3:11])[CH:8]=[CH:9][C:4]=1[C:3]([NH:37][C:30]1([C:28]([OH:29])=[O:27])[CH2:36][CH2:35][CH2:34][CH2:33][CH2:32][CH2:31]1)=[O:14] |f:2.3|. Procedure: 2-Fluoro-3-hydroxy-4-methoxybenzoic acid methyl ester was coupled to 2-m-tolylethanol, the intermediate hydrolyzed, coupled to 1-amino-cycloheptanecarboxylic acid methyl ester hydrochloride and the obtained ester hydrolyzed in analogy to steps 1 to 4 of example 1 to yield the title compound. Reactants: CNC(=O)c1cc(OC)c(C(C)(C)C)cc1-c1cccnc1OCc1ccccc1, CO. Product: CNC(=O)c1cc(OC)c(C(C)(C)C)cc1-c1ccc[nH]c1=O. RXN SMILES: [CH2:1]([c:2]1[cH:3][cH:4][cH:5][cH:6][cH:7]1)[O:8][c:9]1[n:10][cH:11][cH:12][cH:13][c:14]1-[c:15]1[c:16]([C:17](=[O:18])[NH:19][CH3:20])[cH:21][c:22]([O:29][CH3:30])[c:23]([C:25]([CH3:26])([CH3:27])[CH3:28])[cH:24]1.[CH3:31][OH:32]>>[O:8]=[c:9]1[nH:10][cH:11][cH:12][cH:13][c:14]1-[c:15]1[c:16]([C:17](=[O:18])[NH:19][CH3:20])[cH:21][c:22]([O:29][CH3:30])[c:23]([C:25]([CH3:26])([CH3:27])[CH3:28])[cH:24]1.